describe an organic reaction: reactants, conditions, products, and yield From a dataset of the Open Reaction Database (ORD), a public repository of structured organic reaction records. Reactants: BrC=1C=2C3=C(C(NC2C(=CC1OC)C)=O)SC=C3 (9-bromo-8-methoxy-6-methylthieno[2,3-c]quinolin-4(5H)-one), C(C)(C)(C)OC(NC[C@@H](C)C1=C(C=C(C=C1)B1OC(C(O1)(C)C)(C)C)F)=O ((S)-tert-butyl2-(2-fluoro-4-(4,4,5,5-tetramethyl-1,3,2-dioxaborolan-2-yl)phenyl)propylcarbamate). The product is FC1=C(C=CC(=C1)C=1C=2C3=C(C(NC2C(=CC1OC)C)=O)SC=C3)[C@@H](CNC(OC(C)(C)C)=O)C ((S)-tert-Butyl 2-(2-fluoro-4-(8-methoxy-6-methyl-4-oxo-4,5-dihydrothieno[2,3-c]quinolin-9-yl)phenyl)propylcarbamate). The yield is 36.0%. As a reaction SMILES: Br[C:2]1[C:3]2[C:4]3[CH:18]=[CH:17][S:16][C:5]=3[C:6](=[O:15])[NH:7][C:8]=2[C:9]([CH3:14])=[CH:10][C:11]=1[O:12][CH3:13].[C:19]([O:23][C:24](=[O:45])[NH:25][CH2:26][C@H:27]([C:29]1[CH:34]=[CH:33][C:32](B2OC(C)(C)C(C)(C)O2)=[CH:31][C:30]=1[F:44])[CH3:28])([CH3:22])([CH3:21])[CH3:20]>>[F:44][C:30]1[CH:31]=[C:32]([C:2]2[C:3]3[C:4]4[CH:18]=[CH:17][S:16][C:5]=4[C:6](=[O:15])[NH:7][C:8]=3[C:9]([CH3:14])=[CH:10][C:11]=2[O:12][CH3:13])[CH:33]=[CH:34][C:29]=1[C@H:27]([CH3:28])[CH2:26][NH:25][C:24](=[O:45])[O:23][C:19]([CH3:21])([CH3:20])[CH3:22]. Procedure details: Following General Procedure B, 9-bromo-8-methoxy-6-methylthieno[2,3-c]quinolin-4(5H)-one) (380 mg, 1.2 mmol) was reacted with (S)-tert-butyl2-(2-fluoro-4-(4,4,5,5-tetramethyl-1,3,2-dioxaborolan-2-yl)phenyl)propylcarbamate (400 mg, 1.1 mmol) to afford the desired product (190 mg, 36%) as a yellow solid: ESI MS m/z 497 [C27H29FN2O4S+H]+. Starting materials: O1CCC(CC1)NC1=C(N)C=C(C=C1)C=1OC2=C(N1)C=CC=C2 (2-(2-(tetrahydropyran-4-yl)aminoanilin-5-yl)benzoxazole), C([O-])([O-])=O.[K+].[K+] (potassium carbonate), C(C)=O (acetaldehyde), OOS(=O)[O-].[K+] (oxone). The solvent is CN(C=O)C (dimethylformamide), O (water). Run at time 3 hour. The product is CC1=NC2=C(N1C1CCOCC1)C=CC(=C2)C=2OC1=C(N2)C(=CC=C1)C (2-methyl-5-(4-methylbenzoxazol-2-yl)-1-(tetrahydropyran-4-yl)benzimidazole). Yield: 20.4%. As a reaction SMILES: [O:1]1[CH2:6][CH2:5][CH:4]([NH:7][C:8]2[CH:14]=[CH:13][C:12]([C:15]3[O:16][C:17]4[CH:23]=[CH:22][CH:21]=[CH:20][C:18]=4[N:19]=3)=[CH:11][C:9]=2[NH2:10])[CH2:3][CH2:2]1.[CH:24](=O)[CH3:25].OOS([O-])=O.[K+].[C:33](=O)([O-])[O-].[K+].[K+]>CN(C)C=O.O>[CH3:24][C:25]1[N:7]([CH:4]2[CH2:3][CH2:2][O:1][CH2:6][CH2:5]2)[C:8]2[CH:14]=[CH:13][C:12]([C:15]3[O:16][C:17]4[CH:23]=[CH:22][CH:21]=[C:20]([CH3:33])[C:18]=4[N:19]=3)=[CH:11][C:9]=2[N:10]=1 |f:2.3,4.5.6|. Procedure details: To a solution of 2-(2-(tetrahydropyran-4-yl)aminoanilin-5-yl)benzoxazole (see Working Example 46-2) (0.56 g, 1.7 mmol) in dimethylformamide (5 mL) containing water (0.18 mL) was added an aqueous solution of acetaldehyde (approx. 90%, 90 mg, 1.8 mmol) and oxone (0.69 mg, 1.1 mmol), and this was stirred at room temperature for 3 hours. After the reaction was complete, aqueous potassium carbonate solution was added, this was filtered and washed with water. The crystals obtained were purified by sil... Reactants: CCCCCCCCC=CCCCCCCCC(=O)OCC(COC(=O)CCCCCCCC=CCCCCCCCC)OC(=O)NCCBr, CNCCO, CCN(C(C)C)C(C)C, ClC(Cl)Cl. The product is CCCCCCCCC=CCCCCCCCC(=O)OCC(COC(=O)CCCCCCCC=CCCCCCCCC)OC(=O)NCCN(C)CCO. RXN SMILES: [C:1]([CH2:2][CH2:3][CH2:4][CH2:5][CH2:6][CH2:7][CH2:8][CH:9]=[CH:10][CH2:11][CH2:12][CH2:13][CH2:14][CH2:15][CH2:16][CH2:17][CH3:18])(=[O:19])[O:20][CH2:21][CH:22]([O:23][C:24]([NH:25][CH2:26][CH2:27][Br:28])=[O:29])[CH2:30][O:31][C:32]([CH2:33][CH2:34][CH2:35][CH2:36][CH2:37][CH2:38][CH2:39][CH:40]=[CH:41][CH2:42][CH2:43][CH2:44][CH2:45][CH2:46][CH2:47][CH2:48][CH3:49])=[O:50].[CH3:51][NH:52][CH2:53][CH2:54][OH:55].[CH:56]([N:57]([CH:58]([CH3:59])[CH3:60])[CH2:61][CH3:62])([CH3:63])[CH3:64].[CH:65]([Cl:66])([Cl:67])[Cl:68]>>[C:1]([CH2:2][CH2:3][CH2:4][CH2:5][CH2:6][CH2:7][CH2:8][CH:9]=[CH:10][CH2:11][CH2:12][CH2:13][CH2:14][CH2:15][CH2:16][CH2:17][CH3:18])(=[O:19])[O:20][CH2:21][CH:22]([O:23][C:24]([NH:25][CH2:26][CH2:27][N:52]([CH3:51])[CH2:53][CH2:54][OH:55])=[O:29])[CH2:30][O:31][C:32]([CH2:33][CH2:34][CH2:35][CH2:36][CH2:37][CH2:38][CH2:39][CH:40]=[CH:41][CH2:42][CH2:43][CH2:44][CH2:45][CH2:46][CH2:47][CH2:48][CH3:49])=[O:50]. Yields the product CSC=1C2=C(N=C(N1)NC1=CC=C(C=C1)N1CCN(CC1)C(C)=O)NC=C2 (1-(4-(4-(4-(methylthio)-7H-pyrrolo[2,3-d]pyrimidin-2-ylamino)phenyl)piperazin-1-yl)ethanone). Yield: 48.7%. Solvent: CCOC(=O)C (EtOAc), C(CCC)O (nBuOH). Reaction SMILES: Cl[C:2]1[N:3]=[C:4]([S:11][CH3:12])[C:5]2[CH:10]=[CH:9][NH:8][C:6]=2[N:7]=1.[NH2:13][C:14]1[CH:19]=[CH:18][C:17]([N:20]2[CH2:25][CH2:24][N:23]([C:26](=[O:28])[CH3:27])[CH2:22][CH2:21]2)=[CH:16][CH:15]=1.C[Si](Cl)(C)C.O>C(O)CCC.CCOC(C)=O>[CH3:12][S:11][C:4]1[C:5]2[CH:10]=[CH:9][NH:8][C:6]=2[N:7]=[C:2]([NH:13][C:14]2[CH:15]=[CH:16][C:17]([N:20]3[CH2:21][CH2:22][N:23]([C:26](=[O:28])[CH3:27])[CH2:24][CH2:25]3)=[CH:18][CH:19]=2)[N:3]=1. Conditions: temperature 116 celsius. Procedure details: A mixture of 2-chloro-4-(methylthio)-7H-pyrrolo[2,3-d]pyrimidine (484 mg, 2.43 mmol), 1-(4-(4-aminophenyl)piperazin-1-yl)ethanone (645 mg, 2.95 mmol) and trimethylsilyl chloride (0.500 mL, 3.95 mmol) in nBuOH (10 mL) was heated at 116° C. for 48 h. After cooling down, H2O and EtOAc were added. The organic phase was separated, washed with 5% NaHCO3, dried over Na2SO4, concentrated in vacuo to give 1-(4-(4-(4-(methylthio)-7H-pyrrolo[2,3-d]pyrimidin-2-ylamino)phenyl)piperazin-1-yl)ethanone as a sol... Starting materials: O (H2O), ClC=1N=C(C2=C(N1)NC=C2)SC (2-chloro-4-(methylthio)-7H-pyrrolo[2,3-d]pyrimidine), NC1=CC=C(C=C1)N1CCN(CC1)C(C)=O (1-(4-(4-aminophenyl)piperazin-1-yl)ethanone), C[Si](C)(C)Cl (trimethylsilyl chloride). The reactants are COC(C(/C(/C)=N/C)C(C1=CC(=C(C=C1)Br)Cl)=O)=O (2-(4-Bromo-3-chloro-benzoyl)-3-[(E)-methylimino]-butyric acid methyl ester), Cl.NO (hydroxylamine hydrochloride). The product is COC(=O)C=1C(=NOC1C1=CC(=C(C=C1)Br)Cl)C (5-(4-bromo-3-chloro-phenyl)-3-methyl-isoxazole-4-carboxylic acid methyl ester). Reaction SMILES: [CH3:1][O:2][C:3](=[O:19])[CH:4]([C:9](=[O:18])[C:10]1[CH:15]=[CH:14][C:13]([Br:16])=[C:12]([Cl:17])[CH:11]=1)/[C:5](=[N:7]/C)/[CH3:6].Cl.NO>>[CH3:1][O:2][C:3]([C:4]1[C:5]([CH3:6])=[N:7][O:18][C:9]=1[C:10]1[CH:15]=[CH:14][C:13]([Br:16])=[C:12]([Cl:17])[CH:11]=1)=[O:19] |f:1.2|. Reported procedure: Following the procedures described in Example 36: 4-bromo-3-chlorobenzoic acid and oxalyl chloride were reacted to provide 4-bromo-3-chloro-benzoyl chloride, which was then reacted with 3-methylamino-but-2-enoic acid methyl ester to provide 2-(4-bromo-3-chloro-benzoyl)-3-[(E)-methylimino]-butyric acid methyl ester. 2-(4-Bromo-3-chloro-benzoyl)-3-[(E)-methylimino]-butyric acid methyl ester and hydroxylamine hydrochloride were then reacted as described in Example 36, Step 3 to provide 5-(4-bromo-3... Reactants: C(C1=CC=CC=C1)OCC(=O)Cl (benzyloxyacetyl chloride), NC1=C2C(N(C(C2=CC=C1)=O)C1C(NC(CC1)=O)=O)=O (4-amino-2-(2,6-dioxo(3-piperidyl))isoindoline-1,3-dione), CO (methanol). The solvent is C1CCOC1 (THF). Conditions: time 1 hour. Yields the product C(C1=CC=CC=C1)OCC(=O)NC1=C2C(N(C(C2=CC=C1)=O)C1C(NC(CC1)=O)=O)=O (2-Benzyloxy-N-[2-(2,6-dioxo-piperidin-3-yl)-1,3-dioxo-2,3-dihydro-1H-isoindol-4-yl]-acetamide). Isolated yield 80.1%. Reaction SMILES: [NH2:1][C:2]1[CH:10]=[CH:9][CH:8]=[C:7]2[C:3]=1[C:4](=[O:20])[N:5]([CH:12]1[CH2:17][CH2:16][C:15](=[O:18])[NH:14][C:13]1=[O:19])[C:6]2=[O:11].[CH2:21]([O:28][CH2:29][C:30](Cl)=[O:31])[C:22]1[CH:27]=[CH:26][CH:25]=[CH:24][CH:23]=1.CO>C1COCC1>[CH2:21]([O:28][CH2:29][C:30]([NH:1][C:2]1[CH:10]=[CH:9][CH:8]=[C:7]2[C:3]=1[C:4](=[O:20])[N:5]([CH:12]1[CH2:17][CH2:16][C:15](=[O:18])[NH:14][C:13]1=[O:19])[C:6]2=[O:11])=[O:31])[C:22]1[CH:27]=[CH:26][CH:25]=[CH:24][CH:23]=1. Procedure: To a suspension of 4-amino-2-(2,6-dioxo(3-piperidyl))isoindoline-1,3-dione (1.10 g, 4 mmol) in THF (30 ml) was added benzyloxyacetyl chloride (1.26 ml, 8 mmol). The mixture was heated to reflux for 18 hours. The reaction was cooled to room temperature, methanol (2 ml) was added, and the mixture stirred for 1 hour. The solvent was evaporated in vacuo and the residue was slurried in diethyl ether (30 ml), filtered, recrystallized from a minimal amount of acetic acid, slurried in ethyl acetate (15 ...